This data is from the Open Reaction Database (ORD), a public repository of structured organic reaction records. The task is: describe an organic reaction: reactants, conditions, products, and yield Starting materials: Cc1ncc(Br)n1C, CCCC[Sn](Cl)(CCCC)CCCC. Product: CCCC[Sn](CCCC)(CCCC)c1cnc(C)n1C. RXN SMILES: [Br:1][c:2]1[cH:3][n:4][c:5]([CH3:8])[n:6]1[CH3:7].[CH2:9]([CH2:10][CH2:11][CH3:12])[Sn:13]([Cl:14])([CH2:15][CH2:16][CH2:17][CH3:18])[CH2:19][CH2:20][CH2:21][CH3:22]>>[c:2]1([Sn:13]([CH2:9][CH2:10][CH2:11][CH3:12])([CH2:15][CH2:16][CH2:17][CH3:18])[CH2:19][CH2:20][CH2:21][CH3:22])[cH:3][n:4][c:5]([CH3:8])[n:6]1[CH3:7]. Reactants: N1=CC=CC=2CCCC(C12)=O (6,7-dihydroquinolin-8(5H)-one), FC(C1=CC=C(C=C1)C1(CCCC=2C=CC=NC12)O)(F)F (8-(4-(trifluoromethyl)phenyl)-5,6,7,8-tetrahydroquinolin-8-ol), [Mg] (magnesium), [H-].C(C(C)C)[Al+]CC(C)C (diisobutylaluminum hydride), hexanes, BrC1=CC=C(C=C1)C(F)(F)F (1-bromo-4-(trifluoromethyl)benzene), BrC1=CC=C(C=C1)C(F)(F)F (1-bromo-4-(trifluoromethyl)benzene). The solvent is C1CCOC1 (THF), C1CCOC1 (THF). Run at time 20 minute. Yields the product FC(C1=CC=C(C=C1)C1(CCCC=2C=CC=NC12)N)(F)F (8-(4-(trifluoromethyl)phenyl)-5,6,7,8-tetrahydroquinolin-8-amine). Reaction SMILES: [F:1][C:2]([F:21])([F:20])[C:3]1[CH:8]=[CH:7][C:6]([C:9]2(O)[C:18]3[N:17]=[CH:16][CH:15]=[CH:14][C:13]=3[CH2:12][CH2:11][CH2:10]2)=[CH:5][CH:4]=1.[Mg].[H-].C([Al+]CC(C)C)C(C)C.BrC1C=CC(C(F)(F)F)=CC=1.[N:44]1C2C(=O)CCCC=2C=CC=1>C1COCC1>[F:1][C:2]([F:21])([F:20])[C:3]1[CH:8]=[CH:7][C:6]([C:9]2([NH2:44])[C:18]3[N:17]=[CH:16][CH:15]=[CH:14][C:13]=3[CH2:12][CH2:11][CH2:10]2)=[CH:5][CH:4]=1 |f:2.3|. Procedure: 8-(4-(trifluoromethyl)phenyl)-5,6,7,8-tetrahydroquinolin-8-ol. To a solution of magnesium (515 mg, 21.19 mmol) in THF (50 mL) was added 1M diisobutylaluminum hydride in hexanes (0.14 mL, 0.140 mmol). The solution was stirred at room temperature. After 20 min., the reaction was treated with a 20% portion of 1-bromo-4-(trifluoromethyl)benzene (1.9 mL, 13.57 mmol). After stirring for 20 min., the solution went from clear to light brown. The remaining 1-bromo-4-(trifluoromethyl)benzene was added dro... Reactants: COC(=O)C(CC1CCCC1)c1ccc(Cl)c([N+](=O)[O-])c1, [Li+], C1CCOC1, [OH-]. The product is O=C(O)C(CC1CCCC1)c1ccc(Cl)c([N+](=O)[O-])c1. RXN SMILES: [CH3:1][O:2][C:3]([CH:4]([CH2:5][CH:6]1[CH2:7][CH2:8][CH2:9][CH2:10]1)[c:11]1[cH:12][c:13]([N+:18](=[O:19])[O-:20])[c:14]([Cl:17])[cH:15][cH:16]1)=[O:21].[Li+:22].[O:24]1[CH2:25][CH2:26][CH2:27][CH2:28]1.[OH-:23]>>[O:2]=[C:3]([CH:4]([CH2:5][CH:6]1[CH2:7][CH2:8][CH2:9][CH2:10]1)[c:11]1[cH:12][c:13]([N+:18](=[O:19])[O-:20])[c:14]([Cl:17])[cH:15][cH:16]1)[OH:21]. Reactants: OCCCCCCCCCCCNC1=CC=C(C(=O)O)C=C1 (4-(11-hydroxyundecylamino)benzoic acid), CN(P(=O)(N(C)C)N(C)C)C (hexamethylphosphoramide), [OH-].[Na+] (sodium hydroxide), ICC(CO)O (3-iodo-1,2-propanediol). Procedure details: A solution of 7.34 g. of 4-(11-hydroxyundecylamino)benzoic acid, 4.80 g. of 25% aqueous sodium hydroxide, and 12.6 g. of 3-iodo-1,2-propanediol in 50 ml. of hexamethylphosphoramide is stirred for 24 hours at ambient temperature, diluted with 100 ml. of ether and stirred for 5 days at ambient temperature. The mixture is treated with water and extracted with ether. The dried extracts are evaporated to yield 2,3-dihydroxypropyl 4-(11-hydroxyundecylamino)benzoate. The product is OCCCCCCCCCCCNC1=CC=C(C(=O)OCC(CO)O)C=C1 (2,3-dihydroxypropyl 4-(11-hydroxyundecylamino)benzoate). Solvent: O (water), CCOCC (ether). RXN SMILES: [OH:1][CH2:2][CH2:3][CH2:4][CH2:5][CH2:6][CH2:7][CH2:8][CH2:9][CH2:10][CH2:11][CH2:12][NH:13][C:14]1[CH:22]=[CH:21][C:17]([C:18]([OH:20])=[O:19])=[CH:16][CH:15]=1.[OH-].[Na+].I[CH2:26][CH:27]([OH:30])[CH2:28][OH:29].CN(C)P(N(C)C)(N(C)C)=O>O.CCOCC>[OH:1][CH2:2][CH2:3][CH2:4][CH2:5][CH2:6][CH2:7][CH2:8][CH2:9][CH2:10][CH2:11][CH2:12][NH:13][C:14]1[CH:15]=[CH:16][C:17]([C:18]([O:20][CH2:26][CH:27]([OH:30])[CH2:28][OH:29])=[O:19])=[CH:21][CH:22]=1 |f:1.2|. The reactants are F[B-](F)(F)F, COc1ccc(Nc2ncc3c(n2)-c2ccc(C(=O)O)cc2NC(=O)C3)cc1OC, CCN(C(C)C)C(C)C, CC(C)(C)OC(=O)NCCN, CN(C)C=O, O, CN(C)C(On1nnc2ccccc21)=[N+](C)C. Yields the product COc1ccc(Nc2ncc3c(n2)-c2ccc(C(=O)NCCNC(=O)OC(C)(C)C)cc2NC(=O)C3)cc1OC. RXN SMILES: [B-:40]([F:41])([F:42])([F:43])[F:44].[CH3:1][O:2][c:3]1[cH:4][c:5]([NH:11][c:12]2[n:13][cH:14][c:15]3[c:16]([n:30]2)-[c:17]2[c:18]([cH:23][c:24]([C:27](=[O:28])[OH:29])[cH:25][cH:26]2)[NH:19][C:20](=[O:22])[CH2:21]3)[cH:6][cH:7][c:8]1[O:9][CH3:10].[CH:31]([N:32]([CH2:33][CH3:34])[CH:35]([CH3:36])[CH3:37])([CH3:38])[CH3:39].[NH2:62][CH2:63][CH2:64][NH:65][C:66]([O:67][C:68]([CH3:69])([CH3:70])[CH3:71])=[O:72].[O:73]=[CH:74][N:75]([CH3:76])[CH3:77].[OH2:78].[n:45]1([O:46][C:47]([N:48]([CH3:49])[CH3:50])=[N+:51]([CH3:52])[CH3:53])[c:54]2[cH:55][cH:56][cH:57][cH:58][c:59]2[n:60][n:61]1>>[CH3:1][O:2][c:3]1[cH:4][c:5]([NH:11][c:12]2[n:13][cH:14][c:15]3[c:16]([n:30]2)-[c:17]2[c:18]([cH:23][c:24]([C:27](=[O:28])[NH:62][CH2:63][CH2:64][NH:65][C:66]([O:67][C:68]([CH3:69])([CH3:70])[CH3:71])=[O:72])[cH:25][cH:26]2)[NH:19][C:20](=[O:22])[CH2:21]3)[cH:6][cH:7][c:8]1[O:9][CH3:10].